Task: describe an organic reaction: reactants, conditions, products, and yield. Dataset: the Open Reaction Database (ORD), a public repository of structured organic reaction records Starting materials: CC1OC(C(C1=O)O)C (2,5-dimethyl-4-hydroxy-tetrahydrofuran-3-one), [Bi]=O (bismuth oxide). Solvent: C(C)(=O)O (acetic acid). Yields the product CC1OC(=C(C1=O)O)C (2,5-dimethyl-4-hydroxy-2,3-dihydrofuran-3-one). RXN SMILES: [CH3:1][CH:2]1[C:6](=[O:7])[CH:5]([OH:8])[CH:4]([CH3:9])[O:3]1.[Bi]=O>C(O)(=O)C>[CH3:9][CH:4]1[C:5](=[O:8])[C:6]([OH:7])=[C:2]([CH3:1])[O:3]1 |^1:9|. Reported procedure: the resulting 2,5-dimethyl-4-hydroxy-tetrahydrofuran-3-one is oxidized with bismuth oxide, in concentrated acetic acid solution, to give 2,5-dimethyl-4-hydroxy-2,3-dihydrofuran-3-one. Starting materials: FC1=CC=C(C=C1)NC1=C(C(=O)O)C=CC=N1 (2-(4-fluorophenylamino) nicotinic acid), CN(C)C=O (DMF), NC=1SC2=C(N1)C=CC(=C2)[N+](=O)[O-] (2-amino-6-nitro benzothiazole), Ethyl 2-(4-fluoroanilino) nicotinate, [OH-].[Na+] (NaOH), Cl (HCl), C(C)N=C=NCCCN(C)C (1-ethyl-3-(3-dimethylaminopropyl) carbodiimide). Solvent: C(C)O (ethanol). Reaction conditions: temperature 27 celsius, time 9 hour. The product is [N+](=O)([O-])C1=CC2=C(N=C(S2)NC(C2=C(N=CC=C2)NC2=CC=C(C=C2)F)=O)C=C1 (N3-(6-nitro-1,3-benzothiazol-2-yl)-2-(4-fluoroanilino)nicotinamide). Reaction SMILES: [OH-].[Na+].Cl.[F:4][C:5]1[CH:10]=[CH:9][C:8]([NH:11][C:12]2[N:20]=[CH:19][CH:18]=[CH:17][C:13]=2[C:14]([OH:16])=O)=[CH:7][CH:6]=1.CN(C=O)C.C(N=C=NCCCN(C)C)C.[NH2:37][C:38]1[S:39][C:40]2[CH:46]=[C:45]([N+:47]([O-:49])=[O:48])[CH:44]=[CH:43][C:41]=2[N:42]=1>C(O)C>[N+:47]([C:45]1[CH:44]=[CH:43][C:41]2[N:42]=[C:38]([NH:37][C:14](=[O:16])[C:13]3[CH:17]=[CH:18][CH:19]=[N:20][C:12]=3[NH:11][C:8]3[CH:7]=[CH:6][C:5]([F:4])=[CH:10][CH:9]=3)[S:39][C:40]=2[CH:46]=1)([O-:49])=[O:48] |f:0.1|. Procedure details: Compound 13 (185 mg, 1 mmol) and 4-fluoro aniline (16, 147 mg, 1 mmol) was taken in ethylene glycol and refluxed at 150° C. for 5 h. Then the reaction mixture was cooled and extracted in ethyl acetate (4×25 mL) from the aqueous layer and concentrated in vacuo. The compound was further purified by column chromatography using 60-120 silica gel (ethyl acetate/hexane, 1:9) to obtain Ethyl 2-(4-fluoroanilino) nicotinate (23) as pure product. Ethyl 2-(4-fluoroanilino) nicotinate (23, 260 mg, 1 mmol) w... Reactants: CCOC(=O)Cc1csc(N)n1, ClCCl, CN(C)C=O, O=C(O)C(CC1CCCC1)c1ccc(F)c(C(F)(F)F)c1, CCN(C(C)C)C(C)C, O=C(Cl)C(=O)Cl, C1CCOC1. The product is CCOC(=O)Cc1csc(NC(=O)C(CC2CCCC2)c2ccc(F)c(C(F)(F)F)c2)n1. RXN SMILES: [CH2:28]([CH3:29])[O:30][C:31]([CH2:32][c:33]1[n:34][c:35]([NH2:38])[s:36][cH:37]1)=[O:39].[CH2:49]([Cl:50])[Cl:51].[CH3:57][N:58]([CH3:59])[CH:60]=[O:61].[CH:1]1([CH2:6][CH:7]([C:8](=[O:9])[OH:10])[c:11]2[cH:12][c:13]([C:18]([F:19])([F:20])[F:21])[c:14]([F:17])[cH:15][cH:16]2)[CH2:2][CH2:3][CH2:4][CH2:5]1.[CH:40]([N:41]([CH2:42][CH3:43])[CH:44]([CH3:45])[CH3:46])([CH3:47])[CH3:48].[Cl:22][C:23]([C:24]([Cl:25])=[O:26])=[O:27].[O:52]1[CH2:53][CH2:54][CH2:55][CH2:56]1>>[CH:1]1([CH2:6][CH:7]([C:8](=[O:10])[NH:38][c:35]2[n:34][c:33]([CH2:32][C:31]([O:30][CH2:28][CH3:29])=[O:39])[cH:37][s:36]2)[c:11]2[cH:12][c:13]([C:18]([F:19])([F:20])[F:21])[c:14]([F:17])[cH:15][cH:16]2)[CH2:2][CH2:3][CH2:4][CH2:5]1. Yield: 98.2%. Starting materials: CC1=C(C=C(C(=C1)[N+](=O)[O-])Cl)O (2-methyl-4-nitro-5-chloro phenol), C(C)(=O)NC1=CC=C(C=C1)S (4-Acetamido thiophenol), C([O-])([O-])=O.[Cs+].[Cs+] (cesium carbonate). Reaction SMILES: [CH3:1][C:2]1[CH:7]=[C:6]([N+:8]([O-:10])=[O:9])[C:5](Cl)=[CH:4][C:3]=1[OH:12].[C:13]([NH:16][C:17]1[CH:22]=[CH:21][C:20]([SH:23])=[CH:19][CH:18]=1)(=[O:15])[CH3:14].C(=O)([O-])[O-].[Cs+].[Cs+]>CN(C=O)C.C(OCC)(=O)C>[OH:12][C:3]1[C:2]([CH3:1])=[CH:7][C:6]([N+:8]([O-:10])=[O:9])=[C:5]([S:23][C:20]2[CH:19]=[CH:18][C:17]([NH:16][C:13](=[O:15])[CH3:14])=[CH:22][CH:21]=2)[CH:4]=1 |f:2.3.4|. Procedure details: A mixture of 2-methyl-4-nitro-5-chloro phenol (1.5 g, 8.0 mmol), 4-Acetamido thiophenol (1.6 g, 8.8 mmol) and cesium carbonate (5.74 g, 17.6 mmol) in DMF (10 mL) was heated 2.5 h at 100° C. The mixture was cooled, diluted with ethyl acetate (100 mL) and the organic layer was washed with water and aqueous 10% sodium chloride solution, then, dried over anhydrous sodium sulfate. The drying agent was filtered and the solvent removed under vacuum leaving N-[4-(5-Hydroxy-4-methyl-2-nitro-phenylsulfany... Solvent: CN(C)C=O (DMF), C(C)(=O)OCC (ethyl acetate). Run at temperature 100 celsius. Yields the product OC=1C(=CC(=C(C1)SC1=CC=C(C=C1)NC(C)=O)[N+](=O)[O-])C (N-[4-(5-Hydroxy-4-methyl-2-nitro-phenylsulfanyl)-phenyl]-acetamide).